Task: describe an organic reaction: reactants, conditions, products, and yield. Dataset: the Open Reaction Database (ORD), a public repository of structured organic reaction records Reported procedure: 4.7 g. (0.03 mol) of N-methyl-N'-(3-aminopropyl)-piperazine (prepared from N-methyl piperazine and acrylonitrile and subsequent reduction to the primary amine) in 200 mL chloroform was cooled down in an ice bath. To this was added 7.3 g. (0.03 mol) of myristoyl chloride dropwise for two hours. The reaction mixture was brought to room temperature and then allowed to react for another four hours. The reaction mixture was treated with 10 g. of sodium bicarbonate in 100 mL water and the separated ch... The solvent is C(Cl)(Cl)Cl (chloroform). Reactants: subject product, C(CCCCCCCCCCCCC)(=O)Cl (myristoyl chloride), CN1CCN(CC1)CCCN (N-methyl-N'-(3-aminopropyl)-piperazine), CN1CCNCC1 (N-methyl piperazine), C(C=C)#N (acrylonitrile), primary amine. Reaction SMILES: [CH3:1][N:2]1[CH2:7][CH2:6][N:5]([CH2:8][CH2:9][CH2:10][NH2:11])[CH2:4][CH2:3]1.CN1CCNCC1.C(#N)C=C.[C:23](Cl)(=[O:37])[CH2:24][CH2:25][CH2:26][CH2:27][CH2:28][CH2:29][CH2:30][CH2:31][CH2:32][CH2:33][CH2:34][CH2:35][CH3:36]>C(Cl)(Cl)Cl>[CH3:1][N:2]1[CH2:7][CH2:6][N:5]([CH2:8][CH2:9][CH2:10][NH:11][C:23](=[O:37])[CH2:24][CH2:25][CH2:26][CH2:27][CH2:28][CH2:29][CH2:30][CH2:31][CH2:32][CH2:33][CH2:34][CH2:35][CH3:36])[CH2:4][CH2:3]1. Product: CN1CCN(CC1)CCCNC(CCCCCCCCCCCCC)=O (4-Methyl-N-tetradecanoyl-1-piperazinepropylamine). Reactants: NC=1SC=C(C1C(=O)OCC)C1=NC=CC=C1 (ethyl 2-amino-4-(pyridin-2-yl)thiophene-3-carboxylate), C(=O)N (formamide). Conditions: temperature 180 celsius, time 4 hour. The product is N1=C(C=CC=C1)C1=CSC=2N=CN=C(C21)O (5-(pyridin-2-yl)thieno[2,3-d]pyrimidin-4-ol). RXN SMILES: [NH2:1][C:2]1[S:3][CH:4]=[C:5]([C:12]2[CH:17]=[CH:16][CH:15]=[CH:14][N:13]=2)[C:6]=1[C:7]([O:9]CC)=O.[CH:18]([NH2:20])=O>>[N:13]1[CH:14]=[CH:15][CH:16]=[CH:17][C:12]=1[C:5]1[C:6]2[C:7]([OH:9])=[N:20][CH:18]=[N:1][C:2]=2[S:3][CH:4]=1. Procedure: A 250-mL 3-necked round-bottom flask purged and maintained with an inert atmosphere of nitrogen was charged with ethyl 2-amino-4-(pyridin-2-yl)thiophene-3-carboxylate (10 g, 40.27 mmol, 1.00 equiv) and formamide (100 mL). The resulting solution was stirred for 4 h at 180° C. The reaction mixture was cooled to 20° C. with a water/ice bath. The reaction was then quenched by the addition of 200 mL of water. The resulting solution was extracted with 5×100 mL of ethyl acetate and the organic layers c...